This data is from the Open Reaction Database (ORD), a public repository of structured organic reaction records. The task is: describe an organic reaction: reactants, conditions, products, and yield The reactants are CC(C(=O)O)(C)NC(=O)C1=C(C2=CC=CC=C2C=C1)OCC=1C=NC(=CC1)OCC(F)(F)F (2-methyl-2-({1-[6-(2,2,2-trifluoro-ethoxy)-pyridin-3-ylmethoxy]-naphthalene-2-carbonyl}-amino)-propionic acid), COC(C(CC)(NC(=O)C1=C(C2=CC=CC=C2C=C1)OCC=1C=NC(=CC1)OCC(F)(F)F)C)=O (2-methyl-2-({1-[6-(2,2,2-trifluoro-ethoxy)-pyridin-3-ylmethoxy]-naphthalene-2-carbonyl}-amino)-butyric acid methyl ester). The product is CC(C(=O)O)(CC)NC(=O)C1=C(C2=CC=CC=C2C=C1)OCC=1C=NC(=CC1)OCC(F)(F)F (2-Methyl-2-({1-[6-(2,2,2-trifluoro-ethoxy)-pyridin-3-ylmethoxy]-naphtha-lene-2-carbonyl}-amino)-butyric acid). RXN SMILES: CC(NC(C1C=CC2C(=CC=CC=2)C=1OCC1C=NC(OCC(F)(F)F)=CC=1)=O)(C)C(O)=O.C[O:35][C:36](=[O:68])[C:37]([CH3:67])([NH:40][C:41]([C:43]1[CH:52]=[CH:51][C:50]2[C:45](=[CH:46][CH:47]=[CH:48][CH:49]=2)[C:44]=1[O:53][CH2:54][C:55]1[CH:56]=[N:57][C:58]([O:61][CH2:62][C:63]([F:66])([F:65])[F:64])=[CH:59][CH:60]=1)=[O:42])[CH2:38][CH3:39]>>[CH3:67][C:37]([NH:40][C:41]([C:43]1[CH:52]=[CH:51][C:50]2[C:45](=[CH:46][CH:47]=[CH:48][CH:49]=2)[C:44]=1[O:53][CH2:54][C:55]1[CH:56]=[N:57][C:58]([O:61][CH2:62][C:63]([F:66])([F:65])[F:64])=[CH:59][CH:60]=1)=[O:42])([CH2:38][CH3:39])[C:36]([OH:68])=[O:35]. Procedure details: 2-Methyl-2-({1-[6-(2,2,2-trifluoro-ethoxy)-pyridin-3-ylmethoxy]-naphtha-lene-2-carbonyl}-amino)-butyric acid was prepared in similar manner as 2-methyl-2-({1-[6-(2,2,2-trifluoro-ethoxy)-pyridin-3-ylmethoxy]-naphthalene-2-carbonyl}-amino)-propionic acid (example 150) via 2-methyl-2-({1-[6-(2,2,2-trifluoro-ethoxy)-pyridin-3-ylmethoxy]-naphthalene-2-carbonyl}-amino)-butyric acid methyl ester (C25H25F3N2O5 (490.48), LCMS (ESI): 491.15 (MH+)). Reactants: C[Al](C)C (Trimethylaluminum), ClC1=CC=C(C=C1)N (4-chloro-phenylamine), ClC1=C(C#N)C=CC=C1 (2-chlorobenzonitrile). The solvent is C1(=CC=CC=C1)C (toluene), C1(=CC=CC=C1)C (toluene), C(Cl)(Cl)Cl.CO (CHCl3 methanol). Run at time 3.5 hour. The product is ClC1=C(C(=N)NC2=CC=C(C=C2)Cl)C=CC=C1 (2-Chloro-N-(4-chloro-phenyl)-benzamidine). Reaction SMILES: C[Al](C)C.[Cl:5][C:6]1[CH:11]=[CH:10][C:9]([NH2:12])=[CH:8][CH:7]=1.[Cl:13][C:14]1[CH:21]=[CH:20][CH:19]=[CH:18][C:15]=1[C:16]#[N:17]>C1(C)C=CC=CC=1.C(Cl)(Cl)Cl.CO>[Cl:13][C:14]1[CH:21]=[CH:20][CH:19]=[CH:18][C:15]=1[C:16]([NH:12][C:9]1[CH:10]=[CH:11][C:6]([Cl:5])=[CH:7][CH:8]=1)=[NH:17] |f:4.5|. Procedure: Trimethylaluminum (2 M in hexanes, 100 ml, 200 mmol) was added dropwise to a solution of 4-chloro-phenylamine (18.2 g, 143 mmol) in toluene (550 ml) under a N2 atmosphere at 0° C. The reaction mixture was warmed to room temperature and stirred for 3.5 hours. A solution of 2-chlorobenzonitrile (23.6 g, 171 mmol) in toluene (140 ml) was added and the reaction mixture was heated at 80° C. for 17 hours, during which time it became homogeneous. The reaction mixture was then cooled to room temperature...